From a dataset of the Open Reaction Database (ORD), a public repository of structured organic reaction records. describe an organic reaction: reactants, conditions, products, and yield Reactants: [BH-](OC(=O)C)(OC(=O)C)OC(=O)C.[Na+] (NaBH(OAc)3), [O-]S(=O)(=O)[O-].[Mg+2] (MgSO4), NC[C@H]1C[C@H]([C@H]2[C@@H]1OC(O2)(C)C)N2C=CC1=C2N=CN=C1NC1CC1 (7-[(3aS,4R,6R,6aR)-6-(aminomethyl)-2,2-dimethyl-hexahydrocyclopenta[d][1,3]dioxol-4-yl]-N-cyclopropyl-7H-pyrrolo[2,3-d]pyrimidin-4-amine), ClC=1C(=CC2=C(N(C(=N2)CCCC=O)COCC[Si](C)(C)C)C1)C(F)(F)F (4-[6-chloro-5-(trifluoromethyl)-1-{[2-(trimethylsilyl)ethoxy]methyl}-1H-1,3-benzodiazol-2-yl]butanal). Solvent: ClCCCl (DCE). Reaction conditions: time 15 minute. The product is ClC=1C(=CC2=C(N(C(=N2)CCCCNC[C@H]2C[C@H]([C@H]3[C@@H]2OC(O3)(C)C)N3C=CC2=C3N=CN=C2NC2CC2)COCC[Si](C)(C)C)C1)C(F)(F)F (7-[(3aS,4R,6R,6aR)-6-[({4-[6-chloro-5-(trifluoromethyl)-1-{[2-(trimethylsilyl)ethoxy]methyl}-1H-1,3-benzodiazol-2-yl]butyl}amino)methyl]-2,2-dimethyl-hexahydrocyclopenta[d][1,3]dioxol-4-yl]-N-cyclopropyl-7H-pyrrolo[2,3-d]pyrimidin-4-amine), solid. Yield: 41.0%. Reaction SMILES: [O-]S([O-])(=O)=O.[Mg+2].[NH2:7][CH2:8][C@@H:9]1[C@H:13]2[O:14][C:15]([CH3:18])([CH3:17])[O:16][C@H:12]2[C@H:11]([N:19]2[C:23]3[N:24]=[CH:25][N:26]=[C:27]([NH:28][CH:29]4[CH2:31][CH2:30]4)[C:22]=3[CH:21]=[CH:20]2)[CH2:10]1.[Cl:32][C:33]1[C:34]([C:55]([F:58])([F:57])[F:56])=[CH:35][C:36]2[N:40]=[C:39]([CH2:41][CH2:42][CH2:43][CH:44]=O)[N:38]([CH2:46][O:47][CH2:48][CH2:49][Si:50]([CH3:53])([CH3:52])[CH3:51])[C:37]=2[CH:54]=1.[BH-](OC(C)=O)(OC(C)=O)OC(C)=O.[Na+]>ClCCCl>[Cl:32][C:33]1[C:34]([C:55]([F:58])([F:56])[F:57])=[CH:35][C:36]2[N:40]=[C:39]([CH2:41][CH2:42][CH2:43][CH2:44][NH:7][CH2:8][C@@H:9]3[C@H:13]4[O:14][C:15]([CH3:17])([CH3:18])[O:16][C@H:12]4[C@H:11]([N:19]4[C:23]5[N:24]=[CH:25][N:26]=[C:27]([NH:28][CH:29]6[CH2:31][CH2:30]6)[C:22]=5[CH:21]=[CH:20]4)[CH2:10]3)[N:38]([CH2:46][O:47][CH2:48][CH2:49][Si:50]([CH3:52])([CH3:51])[CH3:53])[C:37]=2[CH:54]=1 |f:0.1,4.5|. Procedure details: MgSO4 (1.08 g, 9.0 mmol) was added to a solution of 7-[(3aS,4R,6R,6aR)-6-(aminomethyl)-2,2-dimethyl-hexahydrocyclopenta[d][1,3]dioxol-4-yl]-N-cyclopropyl-7H-pyrrolo[2,3-d]pyrimidin-4-amine (330 mg, 0.96 mmol) and 4-[6-chloro-5-(trifluoromethyl)-1-{[2-(trimethylsilyl)ethoxy]methyl}-1H-1,3-benzodiazol-2-yl]butanal (526 mg, 0.90 mmol) in DCE (10 ml) and stirred at RT for 15 mins. NaBH(OAc)3 (267 mg, 1.26 mmol) was then added to the reaction mixture and stirred for 1 hr. LC MS indicated complete con...